This data is from the Open Reaction Database (ORD), a public repository of structured organic reaction records. The task is: describe an organic reaction: reactants, conditions, products, and yield Starting materials: ICC (iodoethane), [Li+].CC(C)[N-]C(C)C (LDA), ClC1=CC(=NC=C1)C (4-chloro-2-picoline). Solvent: C1CCOC1 (THF), [Cl-].[Na+].O (brine), THF hexanes, C1CCOC1 (THF). Conditions: temperature -60 celsius, time 1.5 hour. Yields the product ClC1=CC(=NC=C1)CCC (4-Chloro-2-propylpyridine). Isolated yield 67.5%. RXN SMILES: [Li+].[CH3:2][CH:3]([N-]C(C)C)C.[Cl:9][C:10]1[CH:15]=[CH:14][N:13]=[C:12]([CH3:16])[CH:11]=1.ICC>C1COCC1.[Cl-].[Na+].O>[Cl:9][C:10]1[CH:15]=[CH:14][N:13]=[C:12]([CH2:16][CH2:2][CH3:3])[CH:11]=1 |f:0.1,5.6.7|. Reported procedure: To a solution of LDA (0.13 moles) in THF/hexanes (40 mL/40 mL) at −60° C. under argon was added a solution of 4-chloro-2-picoline (15 g) in THF (250 mL) over 20 min. After a further 30 min at −60° C. iodoethane (10.4 mL) in THF (60 mL) was added over 20 min, the reaction stirred at −60° C. for 1.5 h and then allowed to warm to −30° C. The mixture was poured into brine and extracted with dichloromethane. After drying (MgSO4) and purification by chromatography eluting with dichloromethane in petro... The reactants are C1(=CC=CC=C1)P(C1=CC=CC=C1)C1=CC=CC=C1 (Triphenylphosphine), C(Br)(Br)(Br)Br (carbon tetrabromide), resultant solution, C([O-])(O)=O.[Na+] (sodium bicarbonate), C1(=CC=CC=C1)C(CCO)OC1=CC=C(C(=O)C2=CN(C3=CC=CC=C23)CCCC(=O)OCC)C=C1 (Ethyl 4-{3-[4-(1-phenyl-3-hydroxypropoxy) benzoyl]indol-1-yl}butanoate). The solvent is C(Cl)Cl (methylene chloride). Conditions: time 30 minute. Product: BrCCC(OC1=CC=C(C(=O)C2=CN(C3=CC=CC=C23)CCCC(=O)OCC)C=C1)C1=CC=CC=C1 (ethyl 4-{3-[4-(3-bromo-1-phenylpropoxy)benzoyl]indol-1-yl}butanoate). Isolated yield 87.9%. Reaction SMILES: [C:1]1([CH:7]([O:11][C:12]2[CH:36]=[CH:35][C:15]([C:16]([C:18]3[C:26]4[C:21](=[CH:22][CH:23]=[CH:24][CH:25]=4)[N:20]([CH2:27][CH2:28][CH2:29][C:30]([O:32][CH2:33][CH3:34])=[O:31])[CH:19]=3)=[O:17])=[CH:14][CH:13]=2)[CH2:8][CH2:9]O)[CH:6]=[CH:5][CH:4]=[CH:3][CH:2]=1.C1(P(C2C=CC=CC=2)C2C=CC=CC=2)C=CC=CC=1.C(Br)(Br)(Br)[Br:57].C(=O)(O)[O-].[Na+]>C(Cl)Cl>[Br:57][CH2:9][CH2:8][CH:7]([C:1]1[CH:6]=[CH:5][CH:4]=[CH:3][CH:2]=1)[O:11][C:12]1[CH:13]=[CH:14][C:15]([C:16]([C:18]2[C:26]3[C:21](=[CH:22][CH:23]=[CH:24][CH:25]=3)[N:20]([CH2:27][CH2:28][CH2:29][C:30]([O:32][CH2:33][CH3:34])=[O:31])[CH:19]=2)=[O:17])=[CH:35][CH:36]=1 |f:3.4|. Reported procedure: Ethyl 4-{3-[4-(1-phenyl-3-hydroxypropoxy) benzoyl]indol-1-yl}butanoate (4.00 g) obtained in Step 1 was dissolved in methylene chloride (40 ml). Triphenylphosphine (3.24 g) and carbon tetrabromide (3.24 g) were added to the resultant solution while cooling on ice bath and stirred for 30 minutes at room temperature. Saturated sodium bicarbonate solution was added to the reaction mixture to separate an organic layer. The organic layer was washed with brine and then dried. The solvent was distilled ...